From a dataset of the Open Reaction Database (ORD), a public repository of structured organic reaction records. describe an organic reaction: reactants, conditions, products, and yield Reactants: C1CCOC1, CCO, CC(C(=O)O)c1ccc([N+](=O)[O-])cc1. Product: CC(C(=O)O)c1ccc(N)cc1. RXN SMILES: [CH2:15]1[O:16][CH2:17][CH2:18][CH2:19]1.[CH3:20][CH2:21][OH:22].[N+:1]([O-:2])(=[O:3])[c:4]1[cH:5][cH:6][c:7]([CH:10]([C:11](=[O:12])[OH:13])[CH3:14])[cH:8][cH:9]1>>[NH2:1][c:4]1[cH:5][cH:6][c:7]([CH:10]([C:11](=[O:12])[OH:13])[CH3:14])[cH:8][cH:9]1. The reactants are S([O-])(O)=O.[Na+] (sodium bisulfite), ClNC(CCC(=O)N)=O (N-Chlorosuccinamide), ClNC(CCC(=O)N)=O (N-chlorosuccinamide), N1C=CC2=CC=CC=C12 (indole). Solvent: CN(C=O)C (dimethylformamide). Reaction conditions: temperature 10 celsius, time 15 minute. The product is ClC1=CNC2=CC=CC=C12 (3-chloroindole). Isolated yield 110.2%. As a reaction SMILES: [NH:1]1[C:9]2[C:4](=[CH:5][CH:6]=[CH:7][CH:8]=2)[CH:3]=[CH:2]1.[Cl:10]NC(=O)CCC(N)=O.S(=O)(O)[O-].[Na+]>CN(C)C=O>[Cl:10][C:3]1[C:4]2[C:9](=[CH:8][CH:7]=[CH:6][CH:5]=2)[NH:1][CH:2]=1 |f:2.3|. Procedure details: To a 3 L round bottom flask equipped with a mechanical stirrer, thermometer and a Gooch tube was added sieve-dried dimethylformamide (1.2 L) and indole (200 g). The solution was stirred under an atmosphere of nitrogen and cooled to about 10° C. N-Chlorosuccinamide (216.6 g) was added via the Gooch tube at a rate such as to maintain a reaction temperature of 10° -18° C. After the addition was complete, a second charge of N-chlorosuccinamide (34.2 g) was added. When the reaction was found to be >9... The reactants are [Br-], C1CCOC1, C=C[Mg+], [Cl-], Cc1c(C=O)[nH]c(=O)c2c1ccc1nc(Nc3c(Cl)cccc3Cl)n(C)c12, [NH4+]. Yields the product C=CC(O)c1[nH]c(=O)c2c(ccc3nc(Nc4c(Cl)cccc4Cl)n(C)c32)c1C. As a reaction SMILES: [Br-:28].[CH2:34]1[O:35][CH2:36][CH2:37][CH2:38]1.[CH:29](=[CH2:30])[Mg+:31].[Cl-:32].[Cl:1][c:2]1[c:3]([NH:9][c:10]2[n:11]([CH3:27])[c:12]3[c:13]([cH:14][cH:15][c:16]4[c:17]([CH3:25])[c:18]([CH:23]=[O:24])[nH:19][c:20](=[O:22])[c:21]34)[n:26]2)[c:4]([Cl:8])[cH:5][cH:6][cH:7]1.[NH4+:33]>>[Cl:1][c:2]1[c:3]([NH:9][c:10]2[n:11]([CH3:27])[c:12]3[c:13]([cH:14][cH:15][c:16]4[c:17]([CH3:25])[c:18]([CH:23]([OH:24])[CH:29]=[CH2:30])[nH:19][c:20](=[O:22])[c:21]34)[n:26]2)[c:4]([Cl:8])[cH:5][cH:6][cH:7]1. The reactants are ClC1=C(C(=C(C(=C1[N+](=O)[O-])Cl)Cl)Cl)Cl (Pentachloronitrobenzene), O.NN (Hydrazine hydrate). Run in CS(=O)C (dimethylsulphoxide). Reaction conditions: temperature 25 celsius, time 20 minute. Product: ClC1=C(C(=C(C(=C1NN)Cl)Cl)Cl)Cl (pentachlorophenylhydrazine). Reaction SMILES: [Cl:1][C:2]1[C:7]([N+:8]([O-])=O)=[C:6]([Cl:11])[C:5]([Cl:12])=[C:4]([Cl:13])[C:3]=1[Cl:14].O.[NH2:16]N>CS(C)=O>[Cl:1][C:2]1[C:7]([NH:8][NH2:16])=[C:6]([Cl:11])[C:5]([Cl:12])=[C:4]([Cl:13])[C:3]=1[Cl:14] |f:1.2|. Procedure details: Pentachloronitrobenzene containing 5-10% hexaxchlorobenzene, (3.0 g, 10.1 mmole) was dissolved in dimethylsulphoxide (35 ml). Hydrazine hydrate (1.25 g, 25 mmole) was added dropwise with stirring at 25° C. A slight 4°-5° C. increase in temperature was recorded and the solution became red-brown. After approximately 20 minutes a white solid began to be precipitated. Stirring was continued for one hour after which time TLC (1:1 ethyl acetate: 60°-80° C. petrol) indicated that the reaction was compl...